This data is from the Open Reaction Database (ORD), a public repository of structured organic reaction records. The task is: describe an organic reaction: reactants, conditions, products, and yield Reactants: C(C)C1(C(OCC2=C1C=C1C=3N=C4C(=C(C3CN1C2=O)CC[Si](C)(C)CCCO)C=CC=C4)=O)OC(OCC4=CC=CC=C4)=O (Carbonic acid benzyl ester 4-ethyl-11-{2-[(3-hydroxy-propyl)-dimethyl-silanyl]-ethyl}-3,13-dioxo-3,4,12,13-tetrahydro-1H-2-oxa-6,12a-diaza-dibenzo[b,h]fluoren-4-yl ester), S1C(=CC=C1)C(=O)Cl (2-thiophenecarbonyl chloride). The reagents and catalysts are CN(C1=CC=NC=C1)C (4-dimethylaminopyridine). Run in ClCCl (dichloromethane). Reaction conditions: temperature 21 celsius, time 5 hour. Product: C(C1=CC=CC=C1)OC(=O)OC1(C(OCC2=C1C=C1C=3N=C4C(=C(C3CN1C2=O)CC[Si](CCCOC(=O)C=2SC=CC2)(C)C)C=CC=C4)=O)CC (Thiophene-2-carboxylic acid 3-{[2-(4-benzyloxycarbonyloxy-4-ethyl-3,13-dioxo-3,4,12,13-tetrahydro-1H-2-oxa-6,12a-diaza-dibenzo[b,h]fluoren-11-yl)-ethyl]-dimethyl-silanyl}-propyl ester). RXN SMILES: [CH2:1]([C:3]1([O:35][C:36](=[O:45])[O:37][CH2:38][C:39]2[CH:44]=[CH:43][CH:42]=[CH:41][CH:40]=2)[C:8]2[CH:9]=[C:10]3[N:18]([C:19](=[O:20])[C:7]=2[CH2:6][O:5][C:4]1=[O:34])[CH2:17][C:16]1[C:15]([CH2:21][CH2:22][Si:23]([CH2:26][CH2:27][CH2:28][OH:29])([CH3:25])[CH3:24])=[C:14]2[CH:30]=[CH:31][CH:32]=[CH:33][C:13]2=[N:12][C:11]3=1)[CH3:2].[S:46]1[CH:50]=[CH:49][CH:48]=[C:47]1[C:51](Cl)=[O:52]>CN(C)C1C=CN=CC=1.ClCCl>[CH2:38]([O:37][C:36]([O:35][C:3]1([CH2:1][CH3:2])[C:8]2[CH:9]=[C:10]3[N:18]([C:19](=[O:20])[C:7]=2[CH2:6][O:5][C:4]1=[O:34])[CH2:17][C:16]1[C:15]([CH2:21][CH2:22][Si:23]([CH3:25])([CH3:24])[CH2:26][CH2:27][CH2:28][O:29][C:51]([C:47]2[S:46][CH:50]=[CH:49][CH:48]=2)=[O:52])=[C:14]2[CH:30]=[CH:31][CH:32]=[CH:33][C:13]2=[N:12][C:11]3=1)=[O:45])[C:39]1[CH:40]=[CH:41][CH:42]=[CH:43][CH:44]=1. Reported procedure: A mixture of Compound 53 (162 mg, 0.26 mmol), 4-dimethylaminopyridine (63 mg, 0.52 mmol), and 2-thiophenecarbonyl chloride (50 μL, 0.47 mmol) in 6.0 mL of dichloromethane was stirred at 21° C. for 5 hours. The reaction was quenched with saturated sodium bicarbonate solution, and aqueous layer was extracted with dichloromethane. The combined organic layers were dried over sodium sulfate and concentrated to afford a crude product, which was chromatographed to give the desired product. Reactants: ClCC(=O)[O-].[Na+] (Sodium chloroacetate), C(C)(C)(C)C1=CC=C(C=C1)S (4-t-butylbenzenethiol), [OH-].[Na+] (sodium hydroxide), Cl (hydrochloric acid). Run in O (water). Conditions: temperature 80 celsius, time 2 hour. The product is C(C)(C)(C)C1=CC=C(C=C1)SCC(=O)O (2-(4-t-butylphenylthio)acetic acid). The yield is 74.9%. Reaction SMILES: Cl[CH2:2][C:3]([O-:5])=[O:4].[Na+].[C:7]([C:11]1[CH:16]=[CH:15][C:14]([SH:17])=[CH:13][CH:12]=1)([CH3:10])([CH3:9])[CH3:8].[OH-].[Na+].Cl>O>[C:7]([C:11]1[CH:12]=[CH:13][C:14]([S:17][CH2:2][C:3]([OH:5])=[O:4])=[CH:15][CH:16]=1)([CH3:10])([CH3:8])[CH3:9] |f:0.1,3.4|. Reported procedure: Sodium chloroacetate (6.29 g, 54 mmol) was added in portions to a solution of 4-t-butylbenzenethiol (9.0 g, 54 mmol) in a 30% (w/v) aqueous solution of sodium hydroxide (10.8 ml, 81 mmol) with stirring at 80° C. When the addition was complete, stirring was continued for an additional 2 hours at 80° C., during which time a thick white precipitate had formed. The reaction mixture was added to water (200 ml) and was acidified to pH 2 by the addition of 2M hydrochloric acid. The mixture was extracte... The reactants are C(=O)(OCC1=CC=CC=C1)NS(=O)(=O)NC(C(=O)O)CCC (2-(N-carbobenzyloxyaminosulfonyl)aminopentanoic acid), CO (methanol). Reagents/catalysts: [Pd] (palladium on carbon). Run at time 2 hour. Yields the product COC(C(CCC)NS(=O)(=O)N)=O (2-(aminosulfonylamino)pentanoic acid methyl ester). Isolated yield 90.0%. As a reaction SMILES: C([NH:11][S:12]([NH:15][CH:16]([CH2:20][CH2:21][CH3:22])[C:17]([OH:19])=[O:18])(=[O:14])=[O:13])(OCC1C=CC=CC=1)=O.[CH3:23]O>[Pd]>[CH3:23][O:19][C:17](=[O:18])[CH:16]([NH:15][S:12]([NH2:11])(=[O:14])=[O:13])[CH2:20][CH2:21][CH3:22]. Reported procedure: A mixture of 2-(N-carbobenzyloxyaminosulfonyl)aminopentanoic acid (46.7 g), methanol (350 mL) and 10% palladium on carbon (3.0 g) was hydrogenated at 55 psi for about 2 hours. The catalyst was removed by filtration through CELITE®, the solvent was removed in vacuo and the residue was purified by column chromatography on silica eluting with 50% ethyl acetate/hexane to afford 25.6 g (90%) of 2-(aminosulfonylamino)pentanoic acid methyl ester (Formula V: R=CH3 ; R1 =propyl; R2 =H; R3 =H), m.p. 63°-6... Reactants: C(=C)CC(=O)N (vinylacetamide), C=CC1=CC=CC=C1 (styrene). Product: C(=C)N.C=CC1=CC=CC=C1 (vinylamine styrene). RXN SMILES: C([CH2:3][C:4]([NH2:6])=O)=C.[CH2:7]=[CH:8][C:9]1[CH:14]=[CH:13][CH:12]=[CH:11][CH:10]=1>>[CH:4]([NH2:6])=[CH2:3].[CH2:7]=[CH:8][C:9]1[CH:14]=[CH:13][CH:12]=[CH:11][CH:10]=1 |f:2.3|. Procedure: The preparation of Example I is repeated five times. In the first repeat, the mole ratio of vinylacetamide to styrene is changed from 1:1 to 1:2. Upon hydrolysis, a 0.33:0.67. vinylamine/styrene copolymer results. Reactants: NC1=C(C(=O)O)C=CC(=C1)F (2-amino-4-fluorobenzoic acid), FC1=C(C=CC=C1)C(CC)=O (1-(2-fluorophenyl)propan-1-one), P(=O)(Cl)(Cl)Cl (phosphorous oxychloride). Product: ClC1=C(C(=NC2=CC(=CC=C12)F)C1=C(C=CC=C1)F)C (4-Chloro-7-fluoro-2-(2-fluorophenyl)-3-methylquinoline). As a reaction SMILES: [NH2:1][C:2]1[CH:10]=[C:9]([F:11])[CH:8]=[CH:7][C:3]=1[C:4](O)=O.[F:12][C:13]1[CH:18]=[CH:17][CH:16]=[CH:15][C:14]=1[C:19](=O)[CH2:20][CH3:21].P(Cl)(Cl)([Cl:25])=O>>[Cl:25][C:4]1[C:3]2[C:2](=[CH:10][C:9]([F:11])=[CH:8][CH:7]=2)[N:1]=[C:19]([C:14]2[CH:15]=[CH:16][CH:17]=[CH:18][C:13]=2[F:12])[C:20]=1[CH3:21]. Procedure details: Prepared according to Procedure J using 2-amino-4-fluorobenzoic acid (4.90 g, 31.6 mmol) and 1-(2-fluorophenyl)propan-1-one (3.70 g, 24.3 mmol) in phosphorous oxychloride (45.00 mL, 483 mmol) to afford product as a white solid upon purification by chromatography on silica gel. Mass Spectrum (ESI) m/e=290.0 (M+1). Reactants: C(C)N1N=CC(=C1)C1=CN=C2C(=N1)C(=CN2COCC[Si](C)(C)C)C(=O)O (2-(1-ethyl-1H-pyrazol-4-yl)-5-((2-(trimethylsilyl)ethoxy)methyl)-5H-pyrrolo[3,2-b]pyrazine-7-carboxylic acid), N1CCC(CC1)C#N (piperidine-4-carbonitrile), C(=O)(OC(C)(C)C)N[C@H](C(C)(C)C)C(=O)O (Boc-D-tert-leucine), FC(C(=O)O)(F)F (Trifluoroacetic acid), N1CCCC1 (pyrrolidine), CC(C)(C)OC(=O)N[C@H](C1CC1)C(=O)O (Boc-D-cyclopropyl glycine), C1(CC1)C=1N=C2C(=NC1)N(C=C2C(=O)O)COCC[Si](C)(C)C (2-cyclopropyl-5-(2-trimethylsilanyl-ethoxymethyl)-5H-pyrrolo[2,3-b]pyrazine-7-carboxylic acid). Product: C(#N)C1CCN(CC1)C([C@@H](C1CC1)NC(=O)C1=CNC2=NC=C(N=C21)C=2C=NN(C2)CC)=O (2-(1-Ethyl-1H-pyrazol-4-yl)-5H-pyrrolo[2,3-b]pyrazine-7-carboxylic acid [(R)-2-(4-cyano-piperidin-1-yl)-1-cyclopropyl-2-oxo-ethyl]-amide). Reaction SMILES: [NH:1]1[CH2:6][CH2:5][CH:4]([C:7]#[N:8])[CH2:3][CH2:2]1.N1CCCC1.CC(O[C:19]([NH:21][C@@H:22]([C:26]([OH:28])=O)[CH:23]1[CH2:25][CH2:24]1)=[O:20])(C)C.C(N[C@@H](C(O)=O)C(C)(C)C)(OC(C)(C)C)=O.[CH2:45]([N:47]1[CH:51]=[C:50]([C:52]2[N:57]=[C:56]3[C:58](C(O)=O)=[CH:59][N:60](COCC[Si](C)(C)C)[C:55]3=[N:54][CH:53]=2)[CH:49]=[N:48]1)[CH3:46].C1(C2N=C3C(C(O)=O)=CN(COCC[Si](C)(C)C)C3=NC=2)CC1.FC(F)(F)C(O)=O>>[C:7]([CH:4]1[CH2:5][CH2:6][N:1]([C:26](=[O:28])[C@H:22]([NH:21][C:19]([C:58]2[C:56]3[C:55](=[N:54][CH:53]=[C:52]([C:50]4[CH:49]=[N:48][N:47]([CH2:45][CH3:46])[CH:51]=4)[N:57]=3)[NH:60][CH:59]=2)=[O:20])[CH:23]2[CH2:24][CH2:25]2)[CH2:2][CH2:3]1)#[N:8]. Procedure: Prepared according to the procedure outlined in Example 1 substituting piperidine-4-carbonitrile for pyrrolidine, Boc-D-cyclopropyl glycine for Boc-D-tert-leucine, and 2-(1-ethyl-1H-pyrazol-4-yl)-5-((2-(trimethylsilyl)ethoxy)methyl)-5H-pyrrolo[3,2-b]pyrazine-7-carboxylic acid for 2-cyclopropyl-5-(2-trimethylsilanyl-ethoxymethyl)-5H-pyrrolo[2,3-b]pyrazine-7-carboxylic acid. Trifluoroacetic acid was used in place of hydrochloric acid for all N-Boc deprotection steps. MS: (M+H)+=447. Reactants: S(N)(=O)(=O)C1=CC=2C(=CN=CC2)S1 (2-sulfamoylthieno[2,3-c]pyridine), COC(N(C)C)OC (dimethylformamide dimethyl acetal). Solvent: C(C)#N (acetonitrile), C(Cl)(Cl)Cl (chloroform). Run at time 2 hour. Yields the product CN(C=NS(=O)(=O)C1=CC=2C(=CN=CC2)S1)C (N,N-Dimethyl-N'-(thieno[2,3-c]pyridine-2-sulfonyl)formamidine). Yield: 96.1%. RXN SMILES: [S:1]([C:5]1[S:13][C:8]2=[CH:9][N:10]=[CH:11][CH:12]=[C:7]2[CH:6]=1)(=[O:4])(=[O:3])[NH2:2].CO[CH:16](OC)[N:17]([CH3:19])[CH3:18]>C(#N)C.C(Cl)(Cl)Cl>[CH3:16][N:17]([CH3:19])[CH:18]=[N:2][S:1]([C:5]1[S:13][C:8]2=[CH:9][N:10]=[CH:11][CH:12]=[C:7]2[CH:6]=1)(=[O:3])=[O:4]. Procedure: To a partial suspension of 2-sulfamoylthieno[2,3-c]pyridine (1.81 g, 8.5 mmol) in acetonitrile (20 ml), under a nitrogen atmosphere, was added dropwise dimethylformamide dimethyl acetal (1.3 ml, 9.7 mmol). After 2 hours, the mixture was diluted with chloroform, washed with water, dried over anhydrous sodium sulfate, filtered and evaporated to give 2.2 g of product. This material was recrystallized from ethyl acetate to give 2.05 g (90% yield); m.p. 169°-171° C. Analysis calculated for C10H11N3O2...